Dataset: the Open Reaction Database (ORD), a public repository of structured organic reaction records. Task: describe an organic reaction: reactants, conditions, products, and yield The reactants are CCOC(=O)c1c(C)[nH]c(C=O)c1CCCN1CCN(C)CC1, O=C1Cc2c(cccc2-c2nccs2)N1. The product is CCOC(=O)c1c(C)[nH]c(C=C2C(=O)Nc3cccc(-c4nccs4)c32)c1CCCN1CCN(C)CC1. As a reaction SMILES: [CH2:16]([CH3:17])[O:18][C:19](=[O:20])[c:21]1[c:22]([CH3:38])[nH:23][c:24]([CH:36]=[O:37])[c:25]1[CH2:26][CH2:27][CH2:28][N:29]1[CH2:30][CH2:31][N:32]([CH3:35])[CH2:33][CH2:34]1.[s:1]1[c:2](-[c:6]2[c:7]3[c:11]([cH:12][cH:13][cH:14]2)[NH:10][C:9](=[O:15])[CH2:8]3)[n:3][cH:4][cH:5]1>>[s:1]1[c:2](-[c:6]2[c:7]3[c:11]([cH:12][cH:13][cH:14]2)[NH:10][C:9](=[O:15])[C:8]3=[CH:36][c:24]2[nH:23][c:22]([CH3:38])[c:21]([C:19]([O:18][CH2:16][CH3:17])=[O:20])[c:25]2[CH2:26][CH2:27][CH2:28][N:29]2[CH2:30][CH2:31][N:32]([CH3:35])[CH2:33][CH2:34]2)[n:3][cH:4][cH:5]1. Reactants: C1(=CC=CC=C1)NC(=O)C1(CC1)C(=O)O (1-(Phenylcarbamoyl)cyclopropanecarboxylic acid), FC1=CC=C(N)C=C1 (4-fluoroaniline). Product: FC1=CC=C(C=C1)NC(=O)C1(CC1)C(=O)O (1-(4-Fluorophenylcarbamoyl)cyclopropanecarboxylic acid). Yield: 57.0%. As a reaction SMILES: [C:1]1([NH:7][C:8]([C:10]2([C:13]([OH:15])=[O:14])[CH2:12][CH2:11]2)=[O:9])[CH:6]=[CH:5][CH:4]=[CH:3][CH:2]=1.[F:16]C1C=CC(N)=CC=1>>[F:16][C:4]1[CH:3]=[CH:2][C:1]([NH:7][C:8]([C:10]2([C:13]([OH:15])=[O:14])[CH2:11][CH2:12]2)=[O:9])=[CH:6][CH:5]=1. Procedure details: Following the procedure described above for the compound 161 (scheme 45), but replacing aniline for 4-fluoroaniline, title compound 181 was obtained in 57% yield. MS (m/z): 224.0 (M+H). Reactants: CC1=CC2=C(C=CO2)C=C1 (6-Methylbenzofuran), [H][H] (hydrogen). Reagents/catalysts: [Pd] (palladium on carbon). Solvent: CO (methanol). Product: CC1=CC2=C(CCO2)C=C1 (6-methyl-2,3-dihydrobenzofuran). As a reaction SMILES: [CH3:1][C:2]1[CH:10]=[CH:9][C:5]2[CH:6]=[CH:7][O:8][C:4]=2[CH:3]=1.[H][H]>CO.[Pd]>[CH3:1][C:2]1[CH:10]=[CH:9][C:5]2[CH2:6][CH2:7][O:8][C:4]=2[CH:3]=1. Procedure details: 6-Methylbenzofuran (15 g) was dissolved in methanol (200 ml) containing 0.5 g of 10% palladium on carbon. This solution was shaken on a Paar hydrogenator under hydrogen at 40 psi. When hydrogen uptake was complete, the solution was filtered through Celite and the ethanol evaporated to yield 6-methyl-2,3-dihydrobenzofuran.